From a dataset of the Open Reaction Database (ORD), a public repository of structured organic reaction records. describe an organic reaction: reactants, conditions, products, and yield Reactants: CCOC(=O)C(Br)c1ccc(C2CCCCC2)c(Cl)c1, [F-], [K+], O, OCCO. As a reaction SMILES: [Br:1][CH:2]([C:3](=[O:4])[O:5][CH2:6][CH3:7])[c:8]1[cH:9][c:10]([Cl:20])[c:11]([CH:14]2[CH2:15][CH2:16][CH2:17][CH2:18][CH2:19]2)[cH:12][cH:13]1.[F-:21].[K+:22].[OH2:27].[OH:23][CH2:24][CH2:25][OH:26]>>[CH:2]([C:3](=[O:4])[O:5][CH2:6][CH3:7])([c:8]1[cH:9][c:10]([Cl:20])[c:11]([CH:14]2[CH2:15][CH2:16][CH2:17][CH2:18][CH2:19]2)[cH:12][cH:13]1)[F:21]. Product: CCOC(=O)C(F)c1ccc(C2CCCCC2)c(Cl)c1. The reactants are [Br-], BrCCCBr, ClCCl, CCCC[N+](CCCC)(CCCC)CCCC, [Na+], [OH-], O, OCCc1ccc(O)cc1. The product is OCCc1ccc(OCCCBr)cc1. As a reaction SMILES: [Br-:21].[Br:11][CH2:12][CH2:13][CH2:14][Br:15].[CH2:16]([Cl:17])[Cl:18].[CH3:22][CH2:23][CH2:24][CH2:25][N+:26]([CH2:27][CH2:28][CH2:29][CH3:30])([CH2:31][CH2:32][CH2:33][CH3:34])[CH2:35][CH2:36][CH2:37][CH3:38].[Na+:20].[OH-:19].[OH2:39].[OH:1][c:2]1[cH:3][cH:4][c:5]([CH2:6][CH2:7][OH:8])[cH:9][cH:10]1>>[O:1]([c:2]1[cH:3][cH:4][c:5]([CH2:6][CH2:7][OH:8])[cH:9][cH:10]1)[CH2:14][CH2:13][CH2:12][Br:11]. The reactants are ClC1=CC=C(C=C1)B(O)O (4-chlorophenylboronic acid), BrC=1C=2N(C=CC1Cl)C(N(N2)CC=2C=NC(=CC2)C(F)(F)F)=O (8-bromo-7-chloro-2-((6-(trifluoromethyl)pyridin-3-yl)methyl)-[1,2,4]triazolo[4,3-a]pyridin-3(2H)-one), ClC1=CC=C(C=C1)B(O)O (4-chlorophenylboronic acid), ClC1=C(C=2N(C=C1)C(N(N2)CC=2C=NC(=CC2)C(F)(F)F)=O)C2=CC=C(C=C2)Cl (7-chloro-8-(4-chlorophenyl)-2-((6-(trifluoromethyl)pyridin-3-yl)methyl)-[1,2,4]triazolo[4,3-a]pyridin-3(2H)-one). Reagents/catalysts: C=1C=CC(=CC1)[P](C=2C=CC=CC2)(C=3C=CC=CC3)[Pd]([P](C=4C=CC=CC4)(C=5C=CC=CC5)C=6C=CC=CC6)([P](C=7C=CC=CC7)(C=8C=CC=CC8)C=9C=CC=CC9)[P](C=1C=CC=CC1)(C=1C=CC=CC1)C=1C=CC=CC1 ((Ph3P)4Pd), C=1C=CC(=CC1)[P](C=2C=CC=CC2)(C=3C=CC=CC3)[Pd]([P](C=4C=CC=CC4)(C=5C=CC=CC5)C=6C=CC=CC6)([P](C=7C=CC=CC7)(C=8C=CC=CC8)C=9C=CC=CC9)[P](C=1C=CC=CC1)(C=1C=CC=CC1)C=1C=CC=CC1 ((Ph3P)4Pd). Solvent: C([O-])([O-])=O.[Na+].[Na+] (sodium carbonate), C1(=CC=CC=C1)C (toluene), C1(=CC=CC=C1)C (toluene), C([O-])([O-])=O.[Na+].[Na+] (sodium carbonate). Reaction conditions: temperature 100 celsius, time 1.5 hour. Yields the product ClC1=CC=C(C=C1)C1=C(C=2N(C=C1)C(N(N2)CC=2C=NC(=CC2)C(F)(F)F)=O)C2=CC=C(C=C2)Cl (7,8-bis(4-chlorophenyl)-2-((6-(trifluoromethyl)pyridin-3-yl)methyl)-[1,2,4]triazolo[4,3-a]pyridin-3(2H)-one). The yield is 90.0%. Reaction SMILES: BrC1C2N(C(=O)N(CC3C=NC(C(F)(F)F)=CC=3)N=2)C=CC=1Cl.[Cl:24][C:25]1[CH:30]=[CH:29][C:28](B(O)O)=[CH:27][CH:26]=1.Cl[C:35]1[CH:40]=[CH:39][N:38]2[C:41](=[O:55])[N:42]([CH2:44][C:45]3[CH:46]=[N:47][C:48]([C:51]([F:54])([F:53])[F:52])=[CH:49][CH:50]=3)[N:43]=[C:37]2[C:36]=1[C:56]1[CH:61]=[CH:60][C:59]([Cl:62])=[CH:58][CH:57]=1>C1(C)C=CC=CC=1.C(=O)([O-])[O-].[Na+].[Na+].C1C=CC([P]([Pd]([P](C2C=CC=CC=2)(C2C=CC=CC=2)C2C=CC=CC=2)([P](C2C=CC=CC=2)(C2C=CC=CC=2)C2C=CC=CC=2)[P](C2C=CC=CC=2)(C2C=CC=CC=2)C2C=CC=CC=2)(C2C=CC=CC=2)C2C=CC=CC=2)=CC=1>[Cl:24][C:25]1[CH:30]=[CH:29][C:28]([C:35]2[CH:40]=[CH:39][N:38]3[C:41](=[O:55])[N:42]([CH2:44][C:45]4[CH:46]=[N:47][C:48]([C:51]([F:52])([F:54])[F:53])=[CH:49][CH:50]=4)[N:43]=[C:37]3[C:36]=2[C:56]2[CH:57]=[CH:58][C:59]([Cl:62])=[CH:60][CH:61]=2)=[CH:27][CH:26]=1 |f:4.5.6,^1:79,81,100,119|. Procedure: To a suspension of 8-bromo-7-chloro-2-((6-(trifluoromethyl)pyridin-3-yl)methyl)-[1,2,4]triazolo[4,3-a]pyridin-3(2H)-one (273 mg, 0.67 mmol) and 4-chlorophenylboronic acid (210 mg, 1.34 mmol) in toluene (3.5 mL) and 2.0 M aqueous sodium carbonate (0.75 mL) was added (Ph3P)4Pd (116 mg, 0.10 mmol) in one portion, and the resulting yellow mixture was vigorously stirred under argon in a 100° C. oil bath for 1.5 h. HPLC/MS analysis indicated that the majority of the product formed was a 1:1 adduct, 7-...